Dataset: the Open Reaction Database (ORD), a public repository of structured organic reaction records. Task: describe an organic reaction: reactants, conditions, products, and yield Starting materials: CC(=O)[O-], CCO, COC(=O)CC(Cn1cnc2c(Cl)nc(N)nc21)C(=O)OC, [Na+]. Yields the product COC(=O)CC(Cn1cnc2cnc(N)nc21)C(=O)OC. As a reaction SMILES: [CH3:24][C:25](=[O:26])[O-:27].[CH3:28][CH2:29][OH:30].[NH2:1][c:2]1[n:3][c:4]([Cl:22])[c:5]2[n:6][cH:7][n:8]([CH2:11][CH:12]([C:13](=[O:14])[O:15][CH3:16])[CH2:17][C:18](=[O:19])[O:20][CH3:21])[c:9]2[n:10]1.[Na+:23]>>[NH2:1][c:2]1[n:3][cH:4][c:5]2[n:6][cH:7][n:8]([CH2:11][CH:12]([C:13](=[O:14])[O:15][CH3:16])[CH2:17][C:18](=[O:19])[O:20][CH3:21])[c:9]2[n:10]1. Reactants: [Br-], Clc1nc(Br)[nH]c1Cl, O=C([O-])[O-], CCCC[N+](CCCC)(CCCC)CCCC, CC#N, CI, [K+], [K+]. The product is Cn1c(Br)nc(Cl)c1Cl. RXN SMILES: [Br-:17].[Br:1][c:2]1[nH:3][c:4]([Cl:8])[c:5]([Cl:7])[n:6]1.[C:11](=[O:12])([O-:13])[O-:14].[CH3:18][CH2:19][CH2:20][CH2:21][N+:22]([CH2:23][CH2:24][CH2:25][CH3:26])([CH2:27][CH2:28][CH2:29][CH3:30])[CH2:31][CH2:32][CH2:33][CH3:34].[CH3:35][C:36]#[N:37].[CH3:9][I:10].[K+:15].[K+:16]>>[Br:1][c:2]1[n:3]([CH3:11])[c:4]([Cl:8])[c:5]([Cl:7])[n:6]1. Reactants: COC(=O)NC(C(=O)N1CC(=O)CC1C(=O)OCc1ccccc1)C(C)C, Cc1ccccc1, [H-], OCCO, Cc1ccc(S(=O)(=O)O)cc1. Yields the product COC(=O)NC(C(=O)N1CC2(CC1C(=O)OCc1ccccc1)OCCO2)C(C)C. Reaction SMILES: [CH3:1][O:2][C:3](=[O:4])[NH:5][CH:6]([C:7](=[O:8])[N:9]1[CH:10]([C:15](=[O:16])[O:17][CH2:18][c:19]2[cH:20][cH:21][cH:22][cH:23][cH:24]2)[CH2:11][C:12](=[O:14])[CH2:13]1)[CH:25]([CH3:26])[CH3:27].[CH3:44][c:45]1[cH:46][cH:47][cH:48][cH:49][cH:50]1.[H-:28].[OH:40][CH2:41][CH2:42][OH:43].[c:29]1([CH3:30])[cH:31][cH:32][c:33]([S:34]([OH:35])(=[O:36])=[O:37])[cH:38][cH:39]1>>[CH3:1][O:2][C:3](=[O:4])[NH:5][CH:6]([C:7](=[O:8])[N:9]1[CH:10]([C:15](=[O:16])[O:17][CH2:18][c:19]2[cH:20][cH:21][cH:22][cH:23][cH:24]2)[CH2:11][C:12]2([CH2:13]1)[O:14][CH2:42][CH2:41][O:40]2)[CH:25]([CH3:26])[CH3:27]. Reactants: ClC1=CC(=C(/C=C/C(=O)OC)C=C1)NS(=O)(=O)C1=CC=CC=C1 (methyl trans-4-chloro-2-(phenylsulfonylamino)cinnamate), Br.BrCC(=O)C=1SC=C(N1)C (2-bromoacetyl-4-methylthiazole hydrobromide). The product is COC(CC1=C(NC2=CC(=CC=C12)Cl)C(=O)C=1SC=C(N1)C)=O (Methyl[6-chloro-2-(4-methylthiazole-2-carbonyl)-1H-indol-3-yl]acetate). Reaction SMILES: [Cl:1][C:2]1[CH:13]=[CH:12][C:5](/[CH:6]=[CH:7]/[C:8]([O:10][CH3:11])=[O:9])=[C:4]([NH:14]S(C2C=CC=CC=2)(=O)=O)[CH:3]=1.Br.Br[CH2:26][C:27]([C:29]1[S:30][CH:31]=[C:32]([CH3:34])[N:33]=1)=[O:28]>>[CH3:11][O:10][C:8](=[O:9])[CH2:7][C:6]1[C:5]2[C:4](=[CH:3][C:2]([Cl:1])=[CH:13][CH:12]=2)[NH:14][C:26]=1[C:27]([C:29]1[S:30][CH:31]=[C:32]([CH3:34])[N:33]=1)=[O:28] |f:1.2|. Procedure details: The title compound was prepared according to the procedure described in Example 8 (Method B) from methyl trans-4-chloro-2-(phenylsulfonylamino)cinnamate (Step 1 of Example 8, Method A) and 2-bromoacetyl-4-methylthiazole hydrobromide (Cowden, William B. et al., Aust. J. Chem., 1985, 38, 1257). Starting materials: ClC=1N=CC2=CC=C(C=C2C1)C(=O)O (3-chloroisoquinoline-6-carboxylic acid), Cl.CNC (dimethylamine hydrochloride). Yields the product ClC=1N=CC2=CC=C(C=C2C1)C(=O)N(C)C (3-Chloro-N,N-dimethylisoquinoline-6-carboxamide). As a reaction SMILES: [Cl:1][C:2]1[N:3]=[CH:4][C:5]2[C:10]([CH:11]=1)=[CH:9][C:8]([C:12]([OH:14])=O)=[CH:7][CH:6]=2.Cl.[CH3:16][NH:17][CH3:18]>>[Cl:1][C:2]1[N:3]=[CH:4][C:5]2[C:10]([CH:11]=1)=[CH:9][C:8]([C:12]([N:17]([CH3:18])[CH3:16])=[O:14])=[CH:7][CH:6]=2 |f:1.2|. Reported procedure: The title compound was prepared according to the method described for Preparation 52 using 3-chloroisoquinoline-6-carboxylic acid (Preparation 54) and dimethylamine hydrochloride.